Dataset: the Open Reaction Database (ORD), a public repository of structured organic reaction records. Task: describe an organic reaction: reactants, conditions, products, and yield RXN SMILES: [CH2:1]([NH2:7])[CH2:2][CH2:3][CH2:4][CH2:5][CH3:6].ClC1C=C(Cl)C(Cl)=CC=1[O:17][C:18](=O)[C@@H:19]1[CH2:23][CH2:22][C:21](=[O:24])[NH:20]1>CN(C)C=O>[CH2:1]([NH:7][C:18](=[O:17])[C@@H:19]1[CH2:23][CH2:22][C:21](=[O:24])[NH:20]1)[CH2:2][CH2:3][CH2:4][CH2:5][CH3:6]. Reactants: C(CCCCC)N (n-hexyl amine), ClC1=C(C=C(C(=C1)Cl)Cl)OC([C@H]1NC(CC1)=O)=O (L-pyroglutamic acid 2,4,5-trichlorophenyl ester). Reaction conditions: time 20 hour. Yields the product C(CCCCC)NC([C@H]1NC(CC1)=O)=O (L-pyroglutamic acid n-hexyl amide). Run in CN(C=O)C (dimethyl formamide). Procedure details: 4 ml of n-hexyl amine were added at 0° C. to a solution of 3.1 g of L-pyroglutamic acid 2,4,5-trichlorophenyl ester in 10 ml of dimethyl formamide and the solution was left at room temperature for 20 hours. The solvent was removed by distillation in vacuo at room temperature. The residue was taken up in 90% aqueous methanol, and the solution was filtered successively through 200 ml each of Levatit S 100(H+ -form)and Serdolit Blau (OH- -form). The ion exchanger columns were washed with 200 ml of ... Starting materials: N[C@H]1C2=C(C3=C(N(C1=O)CCOCC1=CC=CC=C1)C=CC=C3)C=CC=C2 ((S)-7-amino-5-(2-benzyloxy-ethyl)-5H,7H-dibenzo[b,d]azepin-6-one), CC(C(=O)O)C(=O)NCC(C(F)(F)F)(F)F (2-methyl-N-(2,2,3,3,3-pentafluoro-propyl)-malonamic acid). Product: C(C1=CC=CC=C1)OCCN1C2=C(C3=C([C@@H](C1=O)NC(C(C(=O)NCC(C(F)(F)F)(F)F)C)=O)C=CC=C3)C=CC=C2 (N—[(S)-5-(2-Benzyloxy-ethyl)-6-oxo-6,7-dihydro-5H-dibenzo[b,d]azepin-7-yl]-2-methyl-N′-(2,2,3,3,3-pentafluoro-propyl)-malonamide), solid. Yield: 89.0%. RXN SMILES: [NH2:1][C@@H:2]1[C:8](=[O:9])[N:7]([CH2:10][CH2:11][O:12][CH2:13][C:14]2[CH:19]=[CH:18][CH:17]=[CH:16][CH:15]=2)[C:6]2[CH:20]=[CH:21][CH:22]=[CH:23][C:5]=2[C:4]2[CH:24]=[CH:25][CH:26]=[CH:27][C:3]1=2.[CH3:28][CH:29]([C:33]([NH:35][CH2:36][C:37]([F:43])([F:42])[C:38]([F:41])([F:40])[F:39])=[O:34])[C:30](O)=[O:31]>>[CH2:13]([O:12][CH2:11][CH2:10][N:7]1[C:8](=[O:9])[C@@H:2]([NH:1][C:30](=[O:31])[CH:29]([CH3:28])[C:33]([NH:35][CH2:36][C:37]([F:42])([F:43])[C:38]([F:39])([F:40])[F:41])=[O:34])[C:3]2[CH:27]=[CH:26][CH:25]=[CH:24][C:4]=2[C:5]2[CH:23]=[CH:22][CH:21]=[CH:20][C:6]1=2)[C:14]1[CH:19]=[CH:18][CH:17]=[CH:16][CH:15]=1. Procedure: Using (S)-7-amino-5-(2-benzyloxy-ethyl)-5H,7H-dibenzo[b,d]azepin-6-one and 2-methyl-N-(2,2,3,3,3-pentafluoro-propyl)-malonamic acid, the title compound was prepared in the same manner as described for example 1c). White solid (89% yield). MS: m/e=490(M+H+). The solvent is C1(=CC=CC=C1)C (toluene). Product: ClC=1C(=NC=C(C1)C=C)C1(CC1)C#N (1-(3-chloro-5-vinyl-2-pyridyl)cyclopropanecarbonitrile). Reactants: BrC=1C=C(C(=NC1)C1(CC1)C#N)Cl (1-(5-Bromo-3-chloro-pyridin-2-yl)-cyclopropanecarbonitrile), C(=C)[Sn](CCCC)(CCCC)CCCC (vinyltributylstannane). The reagents and catalysts are C=1C=CC(=CC1)[P](C=2C=CC=CC2)(C=3C=CC=CC3)[Pd]([P](C=4C=CC=CC4)(C=5C=CC=CC5)C=6C=CC=CC6)([P](C=7C=CC=CC7)(C=8C=CC=CC8)C=9C=CC=CC9)[P](C=1C=CC=CC1)(C=1C=CC=CC1)C=1C=CC=CC1 (tetrakis(triphenylphosphine)palladium(0)). Reaction SMILES: Br[C:2]1[CH:3]=[C:4]([Cl:13])[C:5]([C:8]2([C:11]#[N:12])[CH2:10][CH2:9]2)=[N:6][CH:7]=1.[CH:14]([Sn](CCCC)(CCCC)CCCC)=[CH2:15]>C1(C)C=CC=CC=1.C1C=CC([P]([Pd]([P](C2C=CC=CC=2)(C2C=CC=CC=2)C2C=CC=CC=2)([P](C2C=CC=CC=2)(C2C=CC=CC=2)C2C=CC=CC=2)[P](C2C=CC=CC=2)(C2C=CC=CC=2)C2C=CC=CC=2)(C2C=CC=CC=2)C2C=CC=CC=2)=CC=1>[Cl:13][C:4]1[C:5]([C:8]2([C:11]#[N:12])[CH2:10][CH2:9]2)=[N:6][CH:7]=[C:2]([CH:14]=[CH2:15])[CH:3]=1 |^1:39,41,60,79|. Yield: 50.9%. Procedure details: 4.7 g of 1-(5-Bromo-3-chloro-pyridin-2-yl)-cyclopropanecarbonitrile (step 2 of PREPARATION EXAMPLE 3) was dissolved in 40 ml anhydrous toluene, then 700 mg of tetrakis(triphenylphosphine)palladium(0) and 9.0 g vinyltributylstannane were added under a nitrogen atmosphere. The reaction mixture was heated on reflux for 3 hours. After cooling to ambient temperature, the reaction mixture was filtered, the filtrate was diluted with 100 ml of ethyl acetate, then washed with water and with saturated pot... Reactants: C1=NN=C2NNC3=C(N21)C=CC=C3 (4,5-dihydro-s-triazolo[3,4-c]benzo-as-triazine), C1(=CC=CC=C1)CC(=O)Cl (phenylacetyl chloride). The product is C1(=CC=CC=C1)CC(=O)N1N(C2=C(N3C1=NN=C3)C=CC=C2)C(CC2=CC=CC=C2)=O (4,5-bis-phenylacetyl-4,5-dihydro-s-triazolo[3,4-c]benzo-as-triazine). Yield: 63.9%. Reaction SMILES: [CH:1]1[N:9]2[C:4]([NH:5][NH:6][C:7]3[CH:13]=[CH:12][CH:11]=[CH:10][C:8]=32)=[N:3][N:2]=1.[C:14]1([CH2:20][C:21](Cl)=[O:22])[CH:19]=[CH:18][CH:17]=[CH:16][CH:15]=1>>[C:14]1([CH2:20][C:21]([N:5]2[C:4]3=[N:3][N:2]=[CH:1][N:9]3[C:8]3[CH:10]=[CH:11][CH:12]=[CH:13][C:7]=3[N:6]2[C:21](=[O:22])[CH2:20][C:14]2[CH:19]=[CH:18][CH:17]=[CH:16][CH:15]=2)=[O:22])[CH:19]=[CH:18][CH:17]=[CH:16][CH:15]=1. Procedure: 5 g (0.028 mole) of 4,5-dihydro-s-triazolo[3,4-c]benzo-as-triazine are reacted with 9.8 g (0.064 mole) of phenylacetyl chloride as described in Example 12. 7.33 g (64%) of the title compound are obtained; m.p.: 150°-151° C. Starting materials: Cc1cccc(-c2nc(COC3CCCC(O)C3)c(C)o2)c1, C=COC(C)=O. Product: CC(=O)OC1CCCC(OCc2nc(-c3cccc(C)c3)oc2C)C1. As a reaction SMILES: [CH3:1][c:2]1[c:3]([CH2:14][O:15][CH:16]2[CH2:17][CH:18]([OH:22])[CH2:19][CH2:20][CH2:21]2)[n:4][c:5](-[c:7]2[cH:8][c:9]([CH3:13])[cH:10][cH:11][cH:12]2)[o:6]1.[CH3:23][C:24](=[O:25])[O:26][CH:27]=[CH2:28]>>[CH3:1][c:2]1[c:3]([CH2:14][O:15][CH:16]2[CH2:17][CH:18]([O:22][C:24]([CH3:23])=[O:25])[CH2:19][CH2:20][CH2:21]2)[n:4][c:5](-[c:7]2[cH:8][c:9]([CH3:13])[cH:10][cH:11][cH:12]2)[o:6]1. Reactants: O (water), FC1=CC=C(C=O)C=C1 (4-fluorobenzaldehyde), CN(C=1SC2=C(N1)C=CC=C2)CCO (2-[N-methyl-N-(2-benzothiazolyl)amino]ethanol), C([O-])([O-])=O.[K+].[K+] (potassium carbonate). The solvent is CS(=O)C (dimethyl sulphoxide). Reaction conditions: temperature 100 celsius, time 24 hour. The product is CN(C=1SC2=C(N1)C=CC=C2)CCOC2=CC=C(C=O)C=C2 (4-[2-(N-Methyl-N-(2-benzothiazolyl)amino)ethoxy]-benzaldehyde). As a reaction SMILES: F[C:2]1[CH:9]=[CH:8][C:5]([CH:6]=[O:7])=[CH:4][CH:3]=1.[CH3:10][N:11]([CH2:21][CH2:22][OH:23])[C:12]1[S:13][C:14]2[CH:20]=[CH:19][CH:18]=[CH:17][C:15]=2[N:16]=1.C(=O)([O-])[O-].[K+].[K+].O>CS(C)=O>[CH3:10][N:11]([CH2:21][CH2:22][O:23][C:2]1[CH:9]=[CH:8][C:5]([CH:6]=[O:7])=[CH:4][CH:3]=1)[C:12]1[S:13][C:14]2[CH:20]=[CH:19][CH:18]=[CH:17][C:15]=2[N:16]=1 |f:2.3.4|. Reported procedure: A mixture of 4-fluorobenzaldehyde (1.5g) and 2-[N-methyl-N-(2-benzothiazolyl)amino]ethanol (2.4g) in dimethyl sulphoxide (50 ml) containing anhydrous potassium carbonate (2 g) was stirred at 100° C. for 24 hours. The mixture was cooled to room temperature and added to water (300 ml). The aqueous solution was extracted with diethyl ether (2×300 ml). The organic extracts were washed with brine (1×300 ml), dried (MgSO4), filtered and evaporated to dryness. The title compound was obtained as a waxy ... Starting materials: COC(=O)C1CC(N=[N+]=[N-])CN1C(=O)CCc1cccc(CNC(=O)OC(C)(C)C)c1, CO. Product: COC(=O)C1CC(N)CN1C(=O)CCc1cccc(CNC(=O)OC(C)(C)C)c1. RXN SMILES: [CH3:1][O:2][C:3]([CH:4]1[N:5]([C:12]([CH2:13][CH2:14][c:15]2[cH:16][c:17]([CH2:21][NH:22][C:23](=[O:24])[O:25][C:26]([CH3:27])([CH3:28])[CH3:29])[cH:18][cH:19][cH:20]2)=[O:30])[CH2:6][CH:7]([N:9]=[N+:10]=[N-:11])[CH2:8]1)=[O:31].[CH3:32][OH:33]>>[CH3:1][O:2][C:3]([CH:4]1[N:5]([C:12]([CH2:13][CH2:14][c:15]2[cH:16][c:17]([CH2:21][NH:22][C:23](=[O:24])[O:25][C:26]([CH3:27])([CH3:28])[CH3:29])[cH:18][cH:19][cH:20]2)=[O:30])[CH2:6][CH:7]([NH2:9])[CH2:8]1)=[O:31]. Reactants: CCn1cc(OCc2ccccc2)c(=O)cc1C(F)F, CO, [H][H]. Product: CCn1cc(O)c(=O)cc1C(F)F. As a reaction SMILES: [CH2:1]([c:2]1[cH:3][cH:4][cH:5][cH:6][cH:7]1)[O:8][c:9]1[c:10](=[O:20])[cH:11][c:12]([CH:17]([F:18])[F:19])[n:13]([CH2:15][CH3:16])[cH:14]1.[CH3:23][OH:24].[H:21][H:22]>>[OH:8][c:9]1[c:10](=[O:20])[cH:11][c:12]([CH:17]([F:18])[F:19])[n:13]([CH2:15][CH3:16])[cH:14]1.